This data is from the Open Reaction Database (ORD), a public repository of structured organic reaction records. The task is: describe an organic reaction: reactants, conditions, products, and yield The reactants are BrC1=C2CCN(CC2=CC=C1)CC1=CN=CN1CC1=CC=C(C=C1)C#N (5-Bromo-2-(1-(4-cyanobenzyl)-5-imidazolylmethyl)-1,2,3,4-tetrahydroisoquinoline), ClC1=C(C=CC(=C1)Cl)B(O)O (2,4-dichlorophenyl boronic acid). Reagents/catalysts: C=1C=CC(=CC1)[P](C=2C=CC=CC2)(C=3C=CC=CC3)[Pd]([P](C=4C=CC=CC4)(C=5C=CC=CC5)C=6C=CC=CC6)([P](C=7C=CC=CC7)(C=8C=CC=CC8)C=9C=CC=CC9)[P](C=1C=CC=CC1)(C=1C=CC=CC1)C=1C=CC=CC1 (tetrakis(triphenylphosphine)palladium(0)). Run in COCCOC (DME), O (water). Product: ClC1=C(C=CC(=C1)Cl)C1=C2CCN(CC2=CC=C1)CC1=CN=CN1CC1=CC=C(C=C1)C#N (5-(2,4-Dichlorophenyl)-2-(1-(4-cyanobenzyl)-5-imidazolylmethyl)-1,2,3,4-tetrahydroisoquinoline). Reaction SMILES: Br[C:2]1[CH:11]=[CH:10][CH:9]=[C:8]2[C:3]=1[CH2:4][CH2:5][N:6]([CH2:12][C:13]1[N:17]([CH2:18][C:19]3[CH:24]=[CH:23][C:22]([C:25]#[N:26])=[CH:21][CH:20]=3)[CH:16]=[N:15][CH:14]=1)[CH2:7]2.[Cl:27][C:28]1[CH:33]=[C:32]([Cl:34])[CH:31]=[CH:30][C:29]=1B(O)O>COCCOC.O.C1C=CC([P]([Pd]([P](C2C=CC=CC=2)(C2C=CC=CC=2)C2C=CC=CC=2)([P](C2C=CC=CC=2)(C2C=CC=CC=2)C2C=CC=CC=2)[P](C2C=CC=CC=2)(C2C=CC=CC=2)C2C=CC=CC=2)(C2C=CC=CC=2)C2C=CC=CC=2)=CC=1>[Cl:27][C:28]1[CH:33]=[C:32]([Cl:34])[CH:31]=[CH:30][C:29]=1[C:2]1[CH:11]=[CH:10][CH:9]=[C:8]2[C:3]=1[CH2:4][CH2:5][N:6]([CH2:12][C:13]1[N:17]([CH2:18][C:19]3[CH:24]=[CH:23][C:22]([C:25]#[N:26])=[CH:21][CH:20]=3)[CH:16]=[N:15][CH:14]=1)[CH2:7]2 |^1:48,50,69,88|. Procedure: A solution of 5-bromo-2-(1-(4-cyanobenzyl)-5-imidazolylmethyl)-1,2,3,4-tetrahydroisoquinoline (Example 10; 100 mg, 250 0.25 mmol), 2,4-dichlorophenyl boronic acid (53 mg, 0.275 mmol) and tetrakis(triphenylphosphine)palladium(0) in DME (2 mL) and water (0.5 mL) was heated to 80° C. for 20 h. The mixture was partitioned between water and EtOAc, washed with aqueous NaHCO3, water (2×), dried and evaporated. Column chromatography of the residue (silica gel; CHCl3 /MeOH 80:1) afforded the title compou... Starting materials: [Cl-].C[SiH](C)C (trimethylsilane chloride), ClC1=NC=NC(=C1)Cl (4,6-dichloropyrimidine), dichlorobistriphenylphosphine palladium, O (water), FC1=C(CBr)C=CC(=C1)F (2,4-difluorobenzyl bromide), solution H, solution H. Reagents/catalysts: [Zn] (zinc), BrC(C)Br (dibromoethane). Run in O1CCCC1 (tetrahydrofuran), O1CCCC1 (tetrahydrofuran), O1CCCC1 (tetrahydrofuran). Conditions: time 20 minute. The product is ClC1=NC=NC(=C1)CC1=C(C=C(C=C1)F)F (4-chloro-6-(2,4-difluorobenzyl)pyrimidine). Yield: 39.2%. RXN SMILES: [Cl-].C[SiH](C)C.[F:6][C:7]1[CH:14]=[C:13]([F:15])[CH:12]=[CH:11][C:8]=1[CH2:9]Br.[Cl:16][C:17]1[CH:22]=[C:21](Cl)[N:20]=[CH:19][N:18]=1.O>O1CCCC1.BrC(Br)C.[Zn]>[Cl:16][C:17]1[CH:22]=[C:21]([CH2:9][C:8]2[CH:11]=[CH:12][C:13]([F:15])=[CH:14][C:7]=2[F:6])[N:20]=[CH:19][N:18]=1 |f:0.1|. Reported procedure: In 10 ml of tetrahydrofuran was suspended 1.3 g of zinc (powder), to which dibromoethane (2 drops) was added. The mixture was heated under reflux for 5 minutes, to which trimethylsilane chloride was added. The mixture was further heated under reflux for 5 minutes, to which a solution of 2.1 g of 2,4-difluorobenzyl bromide dissolved in 20 ml of tetrahydrofuran was slowly added with heating under reflux, followed by stirring for 20 minutes. (The solution thus obtained is referred to as solution H)... Reactants: Cl.Cl.N1CCC(CC1)NC(=O)C1=CC2=C(N(C(=N2)NC=2SC3=C(N2)C=CC(=C3)Cl)CCOC)C=C1 (2-(6-chloro-benzothiazol-2-ylamino)-1-(2-methoxy-ethyl)-1H-benzoimidazole-5-carboxylic acid piperidin-4-ylamide dihydrochloride), O1C(COC(C1)O)O ([1,4]dioxane-2,5-diol), [BH-](OC(=O)C)(OC(=O)C)OC(=O)C.[Na+] (Na(OAc)3BH). Run in C(Cl)Cl (DCM). The product is OCCN1CCC(CC1)NC(=O)C1=CC2=C(N(C(=N2)NC=2SC3=C(N2)C=CC(=C3)Cl)CCOC)C=C1 (2-(6-Chloro-benzothiazol-2-ylamino)-1-(2-methoxy-ethyl)-1H-benzoimidazole-5-carboxylic acid [1-(2-hydroxy-ethyl)-piperidin-4-yl]-amide). Isolated yield 37.8%. RXN SMILES: Cl.Cl.[NH:3]1[CH2:8][CH2:7][CH:6]([NH:9][C:10]([C:12]2[CH:35]=[CH:34][C:15]3[N:16]([CH2:30][CH2:31][O:32][CH3:33])[C:17]([NH:19][C:20]4[S:21][C:22]5[CH:28]=[C:27]([Cl:29])[CH:26]=[CH:25][C:23]=5[N:24]=4)=[N:18][C:14]=3[CH:13]=2)=[O:11])[CH2:5][CH2:4]1.[O:36]1CC(O)O[CH2:38][CH:37]1O.[BH-](OC(C)=O)(OC(C)=O)OC(C)=O.[Na+]>C(Cl)Cl>[OH:36][CH2:37][CH2:38][N:3]1[CH2:4][CH2:5][CH:6]([NH:9][C:10]([C:12]2[CH:35]=[CH:34][C:15]3[N:16]([CH2:30][CH2:31][O:32][CH3:33])[C:17]([NH:19][C:20]4[S:21][C:22]5[CH:28]=[C:27]([Cl:29])[CH:26]=[CH:25][C:23]=5[N:24]=4)=[N:18][C:14]=3[CH:13]=2)=[O:11])[CH2:7][CH2:8]1 |f:0.1.2,4.5|. Procedure: 2-(6-Chloro-benzothiazol-2-ylamino)-1-(2-methoxy-ethyl)-1H-benzoimidazole-5-carboxylic acid [1-(2-hydroxy-ethyl)-piperidin-4-yl]-amide (52 mg) was prepared by following General Procedure P starting from 2-(6-chloro-benzothiazol-2-ylamino)-1-(2-methoxy-ethyl)-1H-benzoimidazole-5-carboxylic acid piperidin-4-ylamide dihydrochloride (145 mg), [1,4]dioxane-2,5-diol (55 mg), and Na(OAc)3BH (95 mg) in DCM (2 mL). LC/MS: m/z 528.6. The reactants are CCc1cc2c(s1)-n1nc(C(N)=O)nc1C(OC(C)=O)N=C2c1ccccc1Cl, CO, O=S(=O)(O)O. Yields the product CCc1cc2c(s1)-n1nc(C(N)=O)nc1C(OC)N=C2c1ccccc1Cl. Reaction SMILES: [C:1](=[O:2])([CH3:3])[O:4][CH:5]1[c:6]2[n:7]([n:24][c:25]([C:27](=[O:28])[NH2:29])[n:26]2)-[c:8]2[c:9]([cH:19][c:20]([CH2:22][CH3:23])[s:21]2)[C:10]([c:12]2[c:13]([Cl:18])[cH:14][cH:15][cH:16][cH:17]2)=[N:11]1.[CH3:35][OH:36].[S:30](=[O:31])(=[O:32])([OH:33])[OH:34]>>[CH3:1][O:4][CH:5]1[c:6]2[n:7]([n:24][c:25]([C:27](=[O:28])[NH2:29])[n:26]2)-[c:8]2[c:9]([cH:19][c:20]([CH2:22][CH3:23])[s:21]2)[C:10]([c:12]2[c:13]([Cl:18])[cH:14][cH:15][cH:16][cH:17]2)=[N:11]1. Starting materials: P(=O)([O-])([O-])[O-] (phosphate), O=C[C@@H](O)[C@@H](O)[C@H](O)[C@H](O)CO (mannose). The solvent is O (water). The product is OCC(=O)[C@@H](O)[C@H](O)[C@H](O)CO (fructose). As a reaction SMILES: P([O-])([O-])([O-])=O.[O:6]=[CH:7][C@H:8]([C@H:10]([C@@H:12]([C@@H:14]([CH2:16][OH:17])[OH:15])[OH:13])[OH:11])[OH:9]>O>[OH:6][CH2:7][C:8]([C@H:10]([C@@H:12]([C@@H:14]([CH2:16][OH:17])[OH:15])[OH:13])[OH:11])=[O:9]. Procedure: To 0.5 ml of a 0.1M phosphate buffer (pH 7.0) containing 0.2M mannose, an appropriate amount of the enzyme was added, after which water was added to make the total volume 1.0 ml, and reacted at a temperature of 50° C. After the reaction was terminated by the addition of a 0.5M perchloric acid solution, the amount of fructose produced was determined by the cysteine-carbazole process. The amount of the enzyme, which produces one micromole of fructose in one minute under the above-described conditi... Reactants: Intermediate 9, BrC=1C=C(C=CC1O)CCC(=O)OCC (ethyl 3-(3-bromo-4-hydroxyphenyl)propionate), C1(CCCCC1)O (cyclohexanol). Product: BrC=1C=C(C=CC1OC1CCCCC1)CCC(=O)OCC (ethyl 3-(3-bromo-4-cyclohexyloxyphenyl)propionate). RXN SMILES: [Br:1][C:2]1[CH:3]=[C:4]([CH2:9][CH2:10][C:11]([O:13][CH2:14][CH3:15])=[O:12])[CH:5]=[CH:6][C:7]=1[OH:8].[CH:16]1(O)[CH2:21][CH2:20][CH2:19][CH2:18][CH2:17]1>>[Br:1][C:2]1[CH:3]=[C:4]([CH2:9][CH2:10][C:11]([O:13][CH2:14][CH3:15])=[O:12])[CH:5]=[CH:6][C:7]=1[O:8][CH:16]1[CH2:21][CH2:20][CH2:19][CH2:18][CH2:17]1. Reported procedure: According to the procedure described in the synthesis method of Intermediate 9 in Reference Example 2 (Step e-2), ethyl 3-(3-bromo-4-hydroxyphenyl)propionate and cyclohexanol were reacted and treated to obtain ethyl 3-(3-bromo-4-cyclohexyloxyphenyl)propionate (355 mg). According to the procedure described in the synthesis method of Compound of Example 001 (Preparation Method 4, Step d-1) with the modifications that the reaction was carried out for 17 hours, and the purification was performed by ...